From a dataset of the Open Reaction Database (ORD), a public repository of structured organic reaction records. describe an organic reaction: reactants, conditions, products, and yield Reactants: [H-].[Na+] (sodium hydride), O=C(CP(OC)(OC)=O)CCCCC (dimethyl (2-oxoheptyl)-phosphonate), C(=O)C=1OC(=CC(C1OCCCCCC(=O)OCC)=O)COC(C(C)(C)C)=O (2-formyl-3-(5-carboethoxypentyloxy)-6-(trimethylacetoxymethyl)-4-pyrone), C(C)(=O)O (acetic acid). Solvent: C1CCOC1 (THF), C1CCOC1 (THF). Conditions: time 1 hour. Product: O=C(/C=C/C=1OC(=CC(C1OCCCCCC(=O)OCC)=O)COC(C(C)(C)C)=O)CCCCC (2-(3-oxo-trans-1-octenyl)-3-(5-carboethoxypentyloxy)-6-(trimethylacetoxymethyl)-4-pyrone). The yield is 22.1%. As a reaction SMILES: [H-].[Na+].[O:3]=[C:4]([CH2:12][CH2:13][CH2:14][CH2:15][CH3:16])[CH2:5]P(=O)(OC)OC.[CH:17]([C:19]1[O:20][C:21]([CH2:37][O:38][C:39](=[O:44])[C:40]([CH3:43])([CH3:42])[CH3:41])=[CH:22][C:23](=[O:36])[C:24]=1[O:25][CH2:26][CH2:27][CH2:28][CH2:29][CH2:30][C:31]([O:33][CH2:34][CH3:35])=[O:32])=O.C(O)(=O)C>C1COCC1>[O:3]=[C:4]([CH2:12][CH2:13][CH2:14][CH2:15][CH3:16])/[CH:5]=[CH:17]/[C:19]1[O:20][C:21]([CH2:37][O:38][C:39](=[O:44])[C:40]([CH3:41])([CH3:42])[CH3:43])=[CH:22][C:23](=[O:36])[C:24]=1[O:25][CH2:26][CH2:27][CH2:28][CH2:29][CH2:30][C:31]([O:33][CH2:34][CH3:35])=[O:32] |f:0.1|. Procedure: To a solution, under nitrogen, of 0.206 g (4.3 mmole) of sodium hydride (50% dispersion in mineral oil) in 15 ml of dry THF was added dropwise 1.04 g (4.69 mmole) of dimethyl (2-oxoheptyl)-phosphonate. The heterogeneous mixture was stirred for 1.0 hour then a solution of 1.55 g (3.9 mmole) of 2-formyl-3-(5-carboethoxypentyloxy)-6-(trimethylacetoxymethyl)-4-pyrone in 5 ml of THF was added. The mixture was stirred for 15 min then was neutralized to pH 7 with glacial acetic acid. The neutralized so... Starting materials: ClC1=CC=C(C=N1)C(C)=NO (1-(6-chloropyridin-3-yl)ethanone oxime), [BH4-].[Na+] (sodium borohydride), [OH-].[NH4+] (ammonium hydroxide). Reagents/catalysts: [Ti](Cl)(Cl)(Cl)Cl (titanium tetrachloride). The solvent is COCCOC (1,2-dimethoxyethane). Reaction conditions: time 8 hour. Yields the product ClC1=CC=C(C=N1)C(C)N (1-(6-Chloropyridin-3-yl)ethanamine). The yield is 38.3%. As a reaction SMILES: [BH4-].[Na+].[Cl:3][C:4]1[N:9]=[CH:8][C:7]([C:10](=[N:12]O)[CH3:11])=[CH:6][CH:5]=1.[OH-].[NH4+]>COCCOC.[Ti](Cl)(Cl)(Cl)Cl>[Cl:3][C:4]1[N:9]=[CH:8][C:7]([CH:10]([NH2:12])[CH3:11])=[CH:6][CH:5]=1 |f:0.1,3.4|. Procedure details: Cool a solution of sodium borohydride (2.96 g, 82.65 mmol) and titanium tetrachloride (1 M in toluene, 41.33 mL, 41.33 mmol) in 50 mL of dry 1,2-dimethoxyethane to 0° C. under N2. Add 1-(6-chloropyridin-3-yl)ethanone oxime (3.52 g, 20.66 mmol) to the solution dropwise. Stir the mixture overnight at RT. Quench the reaction with 200 mL of water. Basify the mixture with ammonium hydroxide. Subsequently, extract the crude product into toluene and ethyl acetate. Separate the layers and dry the organi... The reactants are C1(CCC1)N1N(C(=C(C1=O)NC(OC(C)(C)C)=O)C)C (tert-butyl (2-cyclobutyl-1,5-dimethyl-3-oxo-2,3-dihydro-1H-pyrazol-4-yl)carbamate), S(O)(O)(=O)=O (sulfuric acid), S(O)(O)(=O)=O (sulfuric acid). Run in C(Cl)Cl (DCM), O (water), C(Cl)Cl (DCM). Run at time 8 hour. Yields the product NC=1C(N(N(C1C)C)C1CCC1)=O (4-Amino-2-cyclobutyl-1,5-dimethyl-1H-pyrazol-3(2H)-one). Reaction SMILES: [CH:1]1([N:5]2[C:9](=[O:10])[C:8]([NH:11]C(=O)OC(C)(C)C)=[C:7]([CH3:19])[N:6]2[CH3:20])[CH2:4][CH2:3][CH2:2]1.S(=O)(=O)(O)O>C(Cl)Cl.O>[NH2:11][C:8]1[C:9](=[O:10])[N:5]([CH:1]2[CH2:2][CH2:3][CH2:4]2)[N:6]([CH3:20])[C:7]=1[CH3:19]. Procedure details: To a solution of tert-butyl (2-cyclobutyl-1,5-dimethyl-3-oxo-2,3-dihydro-1H-pyrazol-4-yl)carbamate in DCM (5 mL) was added sulfuric acid (0.034 mL, 0.634 mmol). The reaction mixture was stirred at room temperature overnight. Further sulfuric acid (0.068 mL, 1.268 mmol) was added to the reaction mixture and it was stirred for 2 hours. The resulting mixture was diluted with DCM and water and the layers separated. The aqueous layer was made basic by the dropwise addition of 2M NaOH (aq). The aqueou... The reactants are ClC=1C=CC=C2C=C(NC12)C(=O)OCC (ethyl 7-chloro-2-indolecarboxylate), [OH-].[Na+] (sodium hydroxide). Solvent: C(C)O (ethanol). Yields the product ClC=1C=CC=C2C=C(NC12)C(=O)O (7-chloro-2-indolecarboxylic acid). The yield is 95.9%. RXN SMILES: [Cl:1][C:2]1[CH:3]=[CH:4][CH:5]=[C:6]2[C:10]=1[NH:9][C:8]([C:11]([O:13]CC)=[O:12])=[CH:7]2.[OH-].[Na+]>C(O)C>[Cl:1][C:2]1[CH:3]=[CH:4][CH:5]=[C:6]2[C:10]=1[NH:9][C:8]([C:11]([OH:13])=[O:12])=[CH:7]2 |f:1.2|. Procedure details: A mixture of 3.40 g (15.2 mmol) of ethyl 7-chloro-2-indolecarboxylate, 100 ml of 2N sodium hydroxide solution and 100 ml of ethanol was refluxed for an hour. The solvent was then distilled off under reduced pressure. Thereafter ice water was added to the residue and the resulting mixture was acidified with conc. hydrochloric acid and extracted three times with ethyl acetate. After drying over anhydrous magnesium sulfate, the solvent was distilled off under reduced pressure to give 2.85 g (95.8%)... Reaction SMILES: [Cl:1][C:2]1[CH:3]=[CH:4][C:5]([C:37]#[N:38])=[C:6]([C:8]2[C:13]([O:14][CH:15]([CH3:17])[CH3:16])=[CH:12][N:11]([CH:18]([CH3:35])[C:19]([NH:21][C:22]3[CH:34]=[CH:33][C:25]([C:26]([O:28]C(C)(C)C)=[O:27])=[CH:24][CH:23]=3)=[O:20])[C:10](=[O:36])[CH:9]=2)[CH:7]=1.C(O)(C(F)(F)F)=O>>[Cl:1][C:2]1[CH:3]=[CH:4][C:5]([C:37]#[N:38])=[C:6]([C:8]2[C:13]([O:14][CH:15]([CH3:16])[CH3:17])=[CH:12][N:11]([CH:18]([CH3:35])[C:19]([NH:21][C:22]3[CH:23]=[CH:24][C:25]([C:26]([OH:28])=[O:27])=[CH:33][CH:34]=3)=[O:20])[C:10](=[O:36])[CH:9]=2)[CH:7]=1. Yields the product ClC=1C=CC(=C(C1)C1=CC(N(C=C1OC(C)C)C(C(=O)NC1=CC=C(C(=O)O)C=C1)C)=O)C#N (4-({2-[4-(5-Chloro-2-cyanophenyl)-2-oxo-5-(propan-2-yloxy)pyridin-1(2H)-yl]propanoyl}amino)benzoic acid). Starting materials: ClC=1C=CC(=C(C1)C1=CC(N(C=C1OC(C)C)C(C(=O)NC1=CC=C(C(=O)OC(C)(C)C)C=C1)C)=O)C#N (tert-butyl 4-({2-[4-(5-chloro-2-cyanophenyl)-2-oxo-5-(propan-2-yloxy)pyridin-1(2H)-yl]propanoyl}amino)benzoate), C(=O)(C(F)(F)F)O (TFA). Procedure details: 31 mg (0.06 mmol) of tert-butyl 4-({2-[4-(5-chloro-2-cyanophenyl)-2-oxo-5-(propan-2-yloxy)pyridin-1(2H)-yl]propanoyl}amino)benzoate (racemate) (Example 24.11) were hydrolysed with TFA according to General Method 2. Yield: 5 mg (18% of theory) The reactants are CC(c1cccc2ccccc12)N(CC1CCNCC1c1ccccc1)C(=O)OC(C)(C)C, O=C([O-])[O-], CS(C)=O, CCOC(=O)c1cnc(Cl)c(Cl)c1, [K+], [K+], O. The product is CCOC(=O)c1cnc(N2CCC(CN(C(=O)OC(C)(C)C)C(C)c3cccc4ccccc34)C(c3ccccc3)C2)c(Cl)c1. As a reaction SMILES: [C:1]([CH3:2])([CH3:3])([CH3:4])[O:5][C:6]([N:7]([CH2:8][CH:9]1[CH:10]([c:15]2[cH:16][cH:17][cH:18][cH:19][cH:20]2)[CH2:11][NH:12][CH2:13][CH2:14]1)[CH:21]([CH3:22])[c:23]1[cH:24][cH:25][cH:26][c:27]2[cH:28][cH:29][cH:30][cH:31][c:32]12)=[O:33].[C:47](=[O:48])([O-:49])[O-:50].[CH3:53][S:54]([CH3:55])=[O:56].[Cl:34][c:35]1[c:36]([Cl:46])[n:37][cH:38][c:39]([C:40](=[O:41])[O:42][CH2:43][CH3:44])[cH:45]1.[K+:51].[K+:52].[OH2:57]>>[C:1]([CH3:2])([CH3:3])([CH3:4])[O:5][C:6]([N:7]([CH2:8][CH:9]1[CH:10]([c:15]2[cH:16][cH:17][cH:18][cH:19][cH:20]2)[CH2:11][N:12]([c:36]2[c:35]([Cl:34])[cH:45][c:39]([C:40](=[O:41])[O:42][CH2:43][CH3:44])[cH:38][n:37]2)[CH2:13][CH2:14]1)[CH:21]([CH3:22])[c:23]1[cH:24][cH:25][cH:26][c:27]2[cH:28][cH:29][cH:30][cH:31][c:32]12)=[O:33]. The reactants are N(=O)[O-].[Na+] (sodium nitrite), ice, NC1=C(C(=O)O)C(=CC=C1)Cl (2-amino-6-chlorobenzoic acid), Cl (hydrochloric acid), [I-].[K+] (potassium iodide), S(O)(O)(=O)=O (sulfuric acid), S(=S)(=O)([O-])[O-].[Na+].[Na+] (sodium thiosulfate). The solvent is O (water), O (water). Conditions: temperature 100 celsius, time 2 hour. The product is ClC1=C(C(=O)O)C(=CC=C1)I (2-Chloro-6-iodobenzoic acid). Yield: 73.5%. Reaction SMILES: N[C:2]1[CH:10]=[CH:9][CH:8]=[C:7]([Cl:11])[C:3]=1[C:4]([OH:6])=[O:5].Cl.N([O-])=O.[Na+].[I-:17].[K+].S(=O)(=O)(O)O.S([O-])([O-])(=O)=S.[Na+].[Na+]>O>[Cl:11][C:7]1[CH:8]=[CH:9][CH:10]=[C:2]([I:17])[C:3]=1[C:4]([OH:6])=[O:5] |f:2.3,4.5,7.8.9|. Reported procedure: The title compound was prepared according to the method described in Collection Czechoslov. Chem. Commn., vol. 40, p. 719 (1975). To an ice-cold mixture of 2-amino-6-chlorobenzoic acid (10.0 g, 58.3 mmol) and conc. hydrochloric acid (50 mL), was added dropwise a solution of sodium nitrite (4.42 g, 64.1 mmol) in water (10 mL). Furthermore, a solution of potassium iodide (14.5 g, 87.5 mmol) and conc. sulfuric acid (4 mL) in water (30 mL) was added thereto at the same temperature, and the mixture w... The solvent is C(Cl)Cl (methylene chloride), C(Cl)Cl (methylene chloride), C(Cl)Cl (methylene chloride). Yield: 107.3%. Run at time 4 hour. Reaction SMILES: B(Br)(Br)Br.[Br:5][C:6]1[C:15]([O:16]C)=[CH:14][CH:13]=[C:12]2[C:7]=1[CH:8]=[CH:9][C:10]([CH2:18][N:19]([CH3:36])[C:20]([C:22]1[C:30]3[C:25](=[CH:26][CH:27]=[CH:28][CH:29]=3)[N:24]([CH3:31])[C:23]=1[CH2:32][CH2:33][CH2:34][CH3:35])=[O:21])=[CH:11]2.C(=O)=O.CC(C)=O.O>C(Cl)Cl>[Br:5][C:6]1[C:15]([OH:16])=[CH:14][CH:13]=[C:12]2[C:7]=1[CH:8]=[CH:9][C:10]([CH2:18][N:19]([CH3:36])[C:20]([C:22]1[C:30]3[C:25](=[CH:26][CH:27]=[CH:28][CH:29]=3)[N:24]([CH3:31])[C:23]=1[CH2:32][CH2:33][CH2:34][CH3:35])=[O:21])=[CH:11]2 |f:2.3|. The product is BrC1=C2C=CC(=CC2=CC=C1O)CN(C(=O)C1=C(N(C2=CC=CC=C12)C)CCCC)C (2-butyl-1-methyl-1H-indole-3-carboxylic acid (5-bromo-6-hydroxy-naphthalen-2-ylmethyl)-methyl-amide). Reported procedure: Boron tribromide (18.78 mL of a 1 M solutioin in methylene chloride; 18.78 mmol) in 20 mL of methylene chloride was added under nitrogen dropwise over fifteen minutes to a solution of 2-butyl-1-methyl-1H-indole-3-carboxylic acid (5-bromo-6-methoxy-naphthalen-2-ylmethyl)-methyl-amide (3.09 g, 6.26 mmol), prepared in the previous step, in 125 mL of methylene chloride at dry ice-acetone temperature. After the addition the dry ice-acetone bath was replaced with an ice bath and the stirring continued... Starting materials: BrC1=C2C=CC(=CC2=CC=C1OC)CN(C(=O)C1=C(N(C2=CC=CC=C12)C)CCCC)C (2-butyl-1-methyl-1H-indole-3-carboxylic acid (5-bromo-6-methoxy-naphthalen-2-ylmethyl)-methyl-amide), C(=O)=O.CC(=O)C (dry ice acetone), B(Br)(Br)Br (Boron tribromide), C(=O)=O.CC(=O)C (dry ice acetone), O (Water).